Dataset: the Open Reaction Database (ORD), a public repository of structured organic reaction records. Task: describe an organic reaction: reactants, conditions, products, and yield Reactants: C([O-])([O-])=O.[K+].[K+] (potassium carbonate), NC1C(CN(C1)C1CCCCC1)O (4-amino-1-cyclohexyl-3-pyrrolidinol), [N+](=O)([O-])C1=CC=C(C(=O)Cl)C=C1 (p-nitrobenzoyl chloride). Solvent: C(Cl)Cl (methylene chloride), C(Cl)Cl (methylene chloride). Conditions: time 1 hour. Product: C1(CCCCC1)N1C[C@H]([C@@H](C1)O)NC(C1=CC=C(C=C1)[N+](=O)[O-])=O (Trans-N-(1-cyclohexyl-4-hydroxy-3-pyrrolidinyl)-4-nitrobenzamide). Reaction SMILES: [NH2:1][CH:2]1[CH2:6][N:5]([CH:7]2[CH2:12][CH2:11][CH2:10][CH2:9][CH2:8]2)[CH2:4][CH:3]1[OH:13].C(=O)([O-])[O-].[K+].[K+].[N+:20]([C:23]1[CH:31]=[CH:30][C:26]([C:27](Cl)=[O:28])=[CH:25][CH:24]=1)([O-:22])=[O:21]>C(Cl)Cl>[CH:7]1([N:5]2[CH2:4][C@@H:3]([OH:13])[C@H:2]([NH:1][C:27](=[O:28])[C:26]3[CH:25]=[CH:24][C:23]([N+:20]([O-:22])=[O:21])=[CH:31][CH:30]=3)[CH2:6]2)[CH2:12][CH2:11][CH2:10][CH2:9][CH2:8]1 |f:1.2.3|. Reported procedure: A solution of 1.84 g (0.01 mole) of 4-amino-1-cyclohexyl-3-pyrrolidinol in 50 ml of methylene chloride was cooled to 5° C. and 2 g of powdered, anhydrous potassium carbonate was added. The mixture was stirred while a solution of 1.86 g of p-nitrobenzoyl chloride in 20 ml of methylene chloride was added dropwise. The mixture was then allowed to warm to room temperature and was stirred for one hour. The slurry was filtered, and the residue, after solvent evaporation, crystallized immediately and w... Reactants: COc1ccc(-c2nn3c(-c4ccccc4)nnc3c3ccccc23)cc1, ClC(Cl)Cl, ClCCl, FB(F)F, O. The product is Oc1ccc(-c2nn3c(-c4ccccc4)nnc3c3ccccc23)cc1. RXN SMILES: [CH3:12][O:13][c:14]1[cH:15][cH:16][c:17](-[c:20]2[n:21][n:22]3[c:23]([c:24]4[cH:25][cH:26][cH:27][cH:28][c:29]24)[n:30][n:31][c:32]3-[c:33]2[cH:34][cH:35][cH:36][cH:37][cH:38]2)[cH:18][cH:19]1.[CH:8]([Cl:9])([Cl:10])[Cl:11].[Cl:1][CH2:2][Cl:3].[F:4][B:5]([F:6])[F:7].[OH2:39]>>[OH:13][c:14]1[cH:15][cH:16][c:17](-[c:20]2[n:21][n:22]3[c:23]([c:24]4[cH:25][cH:26][cH:27][cH:28][c:29]24)[n:30][n:31][c:32]3-[c:33]2[cH:34][cH:35][cH:36][cH:37][cH:38]2)[cH:18][cH:19]1. The reactants are COC1=CC=C(C(=O)C23CCCCC3C(O2)=O)C=C1 (6-(4-methoxy-benzoyl)-7-oxa-bicyclo[4.2.0]-octan-8-one), C(CCC)N (n-butylamine). Solvent: COC(C)(C)C (tert-butyl methyl ether). Run at time 8 hour. Product: C(CCC)NC(=O)C1C(CCCC1)(O)C(C1=CC=C(C=C1)OC)=O (2-(4-methoxybenzoyl)-2-hydroxy-cyclohexanecarboxylic acid butyl-amide). Isolated yield 84.4%. Reaction SMILES: [CH3:1][O:2][C:3]1[CH:19]=[CH:18][C:6]([C:7]([C:9]23[O:16][C:15](=[O:17])[CH:14]2[CH2:13][CH2:12][CH2:11][CH2:10]3)=[O:8])=[CH:5][CH:4]=1.[CH2:20]([NH2:24])[CH2:21][CH2:22][CH3:23]>COC(C)(C)C>[CH2:20]([NH:24][C:15]([CH:14]1[CH2:13][CH2:12][CH2:11][CH2:10][C:9]1([C:7](=[O:8])[C:6]1[CH:18]=[CH:19][C:3]([O:2][CH3:1])=[CH:4][CH:5]=1)[OH:16])=[O:17])[CH2:21][CH2:22][CH3:23]. Reported procedure: 20.8 g (0.08 mol) of 6-(4-methoxy-benzoyl)-7-oxa-bicyclo[4.2.0]octan-8-one (example 10) are dissolved in 200 ml of tert-butyl methyl ether. 10.46 g (0.143 mol) of n-butylamine are slowly added to this solution over one hour. The reaction mixture is stirred overnight at room temperature and the solvent is subsequently distilled off under vacuum. The yellowish oil thus obtained crystallizes upon standing and is purified by recrystallization from heptane. 22.5 g (85%) 2-(4-methoxybenzoyl)-2-hydroxy... Reactants: Cc1ncsc1C(=O)O, NCC1CC2CC2N1C(=O)c1nc(N)sc1-c1cccc(F)c1. Yields the product Cc1ncsc1C(=O)NCC1CC2CC2N1C(=O)c1nc(N)sc1-c1cccc(F)c1. RXN SMILES: [CH3:24][c:25]1[n:26][cH:27][s:28][c:29]1[C:30](=[O:31])[OH:32].[NH2:1][c:2]1[s:3][c:4](-[c:17]2[cH:18][c:19]([F:23])[cH:20][cH:21][cH:22]2)[c:5]([C:7](=[O:8])[N:9]2[CH:10]3[CH2:11][CH:12]3[CH2:13][CH:14]2[CH2:15][NH2:16])[n:6]1>>[NH2:1][c:2]1[s:3][c:4](-[c:17]2[cH:18][c:19]([F:23])[cH:20][cH:21][cH:22]2)[c:5]([C:7](=[O:8])[N:9]2[CH:10]3[CH2:11][CH:12]3[CH2:13][CH:14]2[CH2:15][NH:16][C:30]([c:29]2[c:25]([CH3:24])[n:26][cH:27][s:28]2)=[O:31])[n:6]1. Starting materials: C(C)OCC (ethyl ether), C1(C=CCC1)CC(=O)O (2-cyclopentene-1-acetic acid), CS(=O)(=O)OC1=CC2=CC=C(C=C2C=C1)C(N)=N (6-amidino-2-naphthol methanesulfonate), C1CCC(CC1)N=C=NC2CCCCC2 (DCC). The solvent is N1=CC=CC=C1 (pyridine). Conditions: time 30 minute. Yields the product C1(C=CCC1)CC(=O)OC1=CC2=CC=C(C=C2C=C1)C(N)=N (6-amidino-2-naphthyl 2-cyclopenteneacetate). The yield is 40.9%. Reaction SMILES: [CH:1]1([CH2:6][C:7]([OH:9])=[O:8])[CH2:5][CH2:4][CH:3]=[CH:2]1.C1CCC(N=C=NC2CCCCC2)CC1.CS(O[C:30]1[CH:39]=[CH:38][C:37]2[C:32](=[CH:33][CH:34]=[C:35]([C:40](=[NH:42])[NH2:41])[CH:36]=2)[CH:31]=1)(=O)=O.C(OCC)C>N1C=CC=CC=1>[CH:1]1([CH2:6][C:7]([O:9][C:30]2[CH:39]=[CH:38][C:37]3[C:32](=[CH:33][CH:34]=[C:35]([C:40](=[NH:41])[NH2:42])[CH:36]=3)[CH:31]=2)=[O:8])[CH2:5][CH2:4][CH:3]=[CH:2]1. Procedure details: To a solution of 2.2 g of 2-cyclopentene-1-acetic acid in 50 ml of anhydrous pyridine, while being cooled in ice and stirred, was added 4.4 g of DCC. After 30 minutes, 5.0 g of 6-amidino-2-naphthol methanesulfonate was added to the mixture and stirred for 24 hours at room temperature. The precipitate formed by the addition of ethyl ether was collected by filtration, admixed with dimethylformamide, and filtered to remove the insolubles. Ethyl ether was added to the filtrate and the precipitate wh... The reactants are Cl.FC(CCCCCCCCCCCCCCCNC1=CC=C(C(=O)Cl)C=C1)(F)F (4-[15-(trifluoromethyl)pentadecylamino]benzoyl chloride hydrochloride), CS(=O)(=O)N (methanesulfonamide). Run in N1=CC=CC=C1 (pyridine). The product is FC(CCCCCCCCCCCCCCCNC1=CC=C(C(=O)NS(=O)(=O)C)C=C1)(F)F (N-{4-[15-(Trifluoromethyl)pentadecylamino]benzoyl}methanesulfonamide). As a reaction SMILES: Cl.[F:2][C:3]([F:30])([F:29])[CH2:4][CH2:5][CH2:6][CH2:7][CH2:8][CH2:9][CH2:10][CH2:11][CH2:12][CH2:13][CH2:14][CH2:15][CH2:16][CH2:17][CH2:18][NH:19][C:20]1[CH:28]=[CH:27][C:23]([C:24](Cl)=[O:25])=[CH:22][CH:21]=1.[CH3:31][S:32]([NH2:35])(=[O:34])=[O:33]>N1C=CC=CC=1>[F:2][C:3]([F:30])([F:29])[CH2:4][CH2:5][CH2:6][CH2:7][CH2:8][CH2:9][CH2:10][CH2:11][CH2:12][CH2:13][CH2:14][CH2:15][CH2:16][CH2:17][CH2:18][NH:19][C:20]1[CH:28]=[CH:27][C:23]([C:24]([NH:35][S:32]([CH3:31])(=[O:34])=[O:33])=[O:25])=[CH:22][CH:21]=1 |f:0.1|. Reported procedure: A solution of 25.2 g. of 4-[15-(trifluoromethyl)pentadecylamino]benzoyl chloride hydrochloride and 5.6 g. of methanesulfonamide in 250 ml. of pyridine is stirred under reflux for 2 hours and then concentrated in vacuo. The residue is partitioned between water and diethyl ether; the aqueous layer acidified with 1 N hydrochloric acid, and the organic layer separated, dried over magnesium sulfate and evaporated. Crystallization of the residual white solid from 60% aqueous acetic acid and then from ... Reactants: Cc1cccc(C)c1C(=O)O, C[N+](=O)[O-], O=[N+]([O-])O, O=S(=O)(O)O. Product: Cc1ccc([N+](=O)[O-])c(C)c1C(=O)O. RXN SMILES: [CH3:1][c:2]1[c:3]([C:4](=[O:5])[OH:6])[c:7]([CH3:11])[cH:8][cH:9][cH:10]1.[N+:21]([CH3:22])([O-:23])=[O:24].[OH:12][N+:13]([O-:14])=[O:15].[S:16](=[O:17])(=[O:18])([OH:19])[OH:20]>>[CH3:1][c:2]1[c:3]([C:4](=[O:5])[OH:6])[c:7]([CH3:11])[cH:8][cH:9][c:10]1[N+:13](=[O:12])[O-:14]. Reactants: [Al+3], [H-], [H-], [H-], [H-], [Li+], COC(=O)C1(c2ccc(OCCCN3CCCC3)cc2)CCOCC1, C1CCOC1, O. Yields the product OCC1(c2ccc(OCCCN3CCCC3)cc2)CCOCC1. As a reaction SMILES: [Al+3:2].[H-:1].[H-:4].[H-:5].[H-:6].[Li+:3].[N:7]1([CH2:12][CH2:13][CH2:14][O:15][c:16]2[cH:17][cH:18][c:19]([C:22]3([C:28](=[O:29])[O:30][CH3:31])[CH2:23][CH2:24][O:25][CH2:26][CH2:27]3)[cH:20][cH:21]2)[CH2:8][CH2:9][CH2:10][CH2:11]1.[O:33]1[CH2:34][CH2:35][CH2:36][CH2:37]1.[OH2:32]>>[N:7]1([CH2:12][CH2:13][CH2:14][O:15][c:16]2[cH:17][cH:18][c:19]([C:22]3([CH2:28][OH:29])[CH2:23][CH2:24][O:25][CH2:26][CH2:27]3)[cH:20][cH:21]2)[CH2:8][CH2:9][CH2:10][CH2:11]1. Reactants: CC[Zn]CC, CCCCCC, C=C(C)CCC(=O)OCC, [Cl-], ICI, [NH4+]. Product: CCOC(=O)CCC1(C)CC1. RXN SMILES: [CH3:1][CH2:2][Zn:3][CH2:4][CH3:5].[CH3:21][CH2:22][CH2:23][CH2:24][CH2:25][CH3:26].[CH3:6][C:7]([CH2:8][CH2:9][C:10](=[O:11])[O:12][CH2:13][CH3:14])=[CH2:15].[Cl-:19].[I:16][CH2:17][I:18].[NH4+:20]>>[CH2:1]1[CH2:6][C:7]1([CH2:8][CH2:9][C:10](=[O:11])[O:12][CH2:13][CH3:14])[CH3:15]. Yields the product ClC=1C=C(C=CC1)NC(=O)N1CCN(C(CC1)=O)[C@@H](CCN1C[C@H](C2(CC2)CC1)O)CO (4-[(S)-3-((S)-4-Hydroxy-6-aza-spiro[2.5]oct-6-yl)-1-hydroxymethyl-propyl]-5-oxo-[1,4]diazepane-1-carboxylic acid (3-chloro-phenyl)-amide). Procedure: In analogy to the procedure described in Example 2, (S)-2-[4-(3-chloro-phenyl-carbamoyl)-7-oxo-[1,4]diazepan-1-yl]-4-((S)-4-hydroxy-6-aza-spiro[2.5]oct-6-yl)-butyric acid methyl ester and lithium borohydride gave the title compound in 27% yield as an off-white powder. MS: 465.3 (MH+, 1Cl). As a reaction SMILES: C[O:2][C:3](=O)[C@@H:4]([N:16]1[C:22](=[O:23])[CH2:21][CH2:20][N:19]([C:24](=[O:33])[NH:25][C:26]2[CH:31]=[CH:30][CH:29]=[C:28]([Cl:32])[CH:27]=2)[CH2:18][CH2:17]1)[CH2:5][CH2:6][N:7]1[CH2:14][CH2:13][C:10]2([CH2:12][CH2:11]2)[C@H:9]([OH:15])[CH2:8]1.[BH4-].[Li+]>>[Cl:32][C:28]1[CH:27]=[C:26]([NH:25][C:24]([N:19]2[CH2:20][CH2:21][C:22](=[O:23])[N:16]([C@H:4]([CH2:3][OH:2])[CH2:5][CH2:6][N:7]3[CH2:14][CH2:13][C:10]4([CH2:12][CH2:11]4)[C@H:9]([OH:15])[CH2:8]3)[CH2:17][CH2:18]2)=[O:33])[CH:31]=[CH:30][CH:29]=1 |f:1.2|. Isolated yield 27.0%. Starting materials: COC([C@H](CCN1C[C@H](C2(CC2)CC1)O)N1CCN(CCC1=O)C(NC1=CC(=CC=C1)Cl)=O)=O ((S)-2-[4-(3-chloro-phenyl-carbamoyl)-7-oxo-[1,4]diazepan-1-yl]-4-((S)-4-hydroxy-6-aza-spiro[2.5]oct-6-yl)-butyric acid methyl ester), [BH4-].[Li+] (lithium borohydride).